From a dataset of the Open Reaction Database (ORD), a public repository of structured organic reaction records. describe an organic reaction: reactants, conditions, products, and yield Starting materials: ClC=1C=CC(=C2C=NN(C12)C1=CC(=C(C=C1)OCC1=CC=CC=C1)F)OC (7-Chloro-1-{3-fluoro-4-[(phenylmethyl)oxy]phenyl}-4-(methyloxy)-1H-indazole), B(Br)(Br)Br (boron tribromide). Solvent: Br (hydrobromic acid), C(C)(=O)OCC (ethyl acetate), C(=O)(O)[O-].[Na+].O (NaHCO3 water). Conditions: temperature -78 celsius, time 2 hour. Yields the product ClC1=CC=C(C=2C=NN(C12)C1=CC(=C(C=C1)O)F)O (7-Chloro-1-(3-fluoro-4-hydroxyphenyl)-1H-indazol-4-ol). The yield is 23.1%. RXN SMILES: [Cl:1][C:2]1[CH:3]=[CH:4][C:5]([O:26]C)=[C:6]2[C:10]=1[N:9]([C:11]1[CH:16]=[CH:15][C:14]([O:17]CC3C=CC=CC=3)=[C:13]([F:25])[CH:12]=1)[N:8]=[CH:7]2.B(Br)(Br)Br>Br.C(OCC)(=O)C.C([O-])(O)=O.[Na+].O>[Cl:1][C:2]1[C:10]2[N:9]([C:11]3[CH:16]=[CH:15][C:14]([OH:17])=[C:13]([F:25])[CH:12]=3)[N:8]=[CH:7][C:6]=2[C:5]([OH:26])=[CH:4][CH:3]=1 |f:4.5.6|. Reported procedure: A mixture of 7-chloro-1-{3-fluoro-4-[(phenylmethyl)oxy]phenyl}-4-(methyloxy)-1H-indazole (D29) (2.41 g, 6.30 mmol) in 48% hydrobromic acid (120 mL) was heated to reflux and reaction was followed by LC-MS. After 2 hrs, the mixture was concentrated to ˜30 mL on the rotary evaporator and then solid NaHCO3 was added to pH 6. The product was extracted into ethyl acetate and the extracts were dried (Na2SO4) and concentrated. This product was dissolved in dichloromethane (60 mL) and cooled to −78° C. u... Reactants: C(C)(C)(C)OC(=O)N1CC2CN(CC2C1)CC=1SC=2N=C(N=C(C2N1)N1CCOCC1)Cl (5-(5-chloro-7-morpholin-4-yl-thiazolo[5,4-d]pyrimidin-2-ylmethyl)-hexahydro-pyrrolo[3,4-c]pyrrole-2-carboxylic acid tert-butyl ester), C[C@@H]1N[C@@H](CNC1)C (cis-2,6-dimethyl-piperazine). Yields the product ClC=1N=C(C2=C(N1)SC(=N2)CN2C[C@H](N[C@H](C2)C)C)N2CCOCC2 (5-Chloro-2-(cis-3,5-dimethyl-piperazin-1-ylmethyl)-7-morpholin-4-yl-thiazolo[5,4-d]pyrimidine), solid. Yield: 42.0%. RXN SMILES: C(OC(N1CC2C([CH2:11][N:12]([CH2:16][C:17]3[S:18][C:19]4[N:20]=[C:21]([Cl:32])[N:22]=[C:23]([N:26]5[CH2:31][CH2:30][O:29][CH2:28][CH2:27]5)[C:24]=4[N:25]=3)[CH2:13]2)C1)=O)(C)(C)C.[CH3:33][C@H:34]1CN[CH2:37][C@@H:36](C)[NH:35]1>>[Cl:32][C:21]1[N:22]=[C:23]([N:26]2[CH2:27][CH2:28][O:29][CH2:30][CH2:31]2)[C:24]2[N:25]=[C:17]([CH2:16][N:12]3[CH2:13][C@H:36]([CH3:37])[NH:35][C@H:34]([CH3:33])[CH2:11]3)[S:18][C:19]=2[N:20]=1. Procedure: Prepared according to the method used in the preparation of 5-(5-chloro-7-morpholin-4-yl-thiazolo[5,4-d]pyrimidin-2-ylmethyl)-hexahydro-pyrrolo[3,4-c]pyrrole-2-carboxylic acid tert-butyl ester using cis-2,6-dimethyl-piperazine in place of hexahydro-pyrrolo[3,4-c]pyrrole-2-carboxylic acid tert-butyl ester. The title compound was obtained as a pale yellow solid (32 mg, 42%). Reactants: [N+](=O)([O-])C1=CC=C(C=C1)N1CCC2(CCCCN2)CC1 (9-(4-nitrophenyl)-1,9-diazaspiro[5.5]undecane), C=O (formaldehyde), ClCCCl (1,2-dichloroethane), C(C)(=O)O[BH-](OC(C)=O)OC(C)=O.[Na+] (sodium triacetoxyborohydride). The solvent is O (water). Conditions: time 8 hour. Yields the product CN1CCCCC12CCN(CC2)C2=CC=C(C=C2)[N+](=O)[O-] (1-methyl-9-(4-nitrophenyl)-1,9-diazaspiro[5.5]undecane). RXN SMILES: [N+:1]([C:4]1[CH:9]=[CH:8][C:7]([N:10]2[CH2:20][CH2:19][C:13]3([NH:18][CH2:17][CH2:16][CH2:15][CH2:14]3)[CH2:12][CH2:11]2)=[CH:6][CH:5]=1)([O-:3])=[O:2].C=O.Cl[CH2:24]CCl.C(O[BH-](OC(=O)C)OC(=O)C)(=O)C.[Na+]>O>[CH3:24][N:18]1[C:13]2([CH2:19][CH2:20][N:10]([C:7]3[CH:8]=[CH:9][C:4]([N+:1]([O-:3])=[O:2])=[CH:5][CH:6]=3)[CH2:11][CH2:12]2)[CH2:14][CH2:15][CH2:16][CH2:17]1 |f:3.4|. Procedure details: To a mixture of 9-(4-nitrophenyl)-1,9-diazaspiro[5.5]undecane (680 mg), 37% aqueous formaldehyde solution (1 mL), and 1,2-dichloroethane (10 mL) was added sodium triacetoxyborohydride (1.57 g), followed by stirring at room temperature overnight. To the reaction mixture were added water and a saturated aqueous sodium hydrogen carbonate solution, followed by extraction with chloroform twice. The extract was dried over anhydrous sodium sulfate and then the solvent was evaporated under reduced press... Reported procedure: Following the procedure of Example 18, the titled compound was prepared as a white solid (67%) from isopropyl 2-(1,3-dithietan-2-ylidene)-2-(ethoxycarboxycarbonyl)acetate and 4-aminobenzotrifluoride. As a reaction SMILES: [S:1]1[CH2:4][S:3][C:2]1=[C:5]([C:12](C(OOCC)=O)=[O:13])[C:6]([O:8][CH:9]([CH3:11])[CH3:10])=[O:7].[NH2:20][C:21]1[CH:26]=[CH:25][C:24]([C:27]([F:30])([F:29])[F:28])=[CH:23][CH:22]=1>>[S:3]1[CH2:4][S:1][C:2]1=[C:5]([C:12](=[O:13])[NH:20][C:21]1[CH:26]=[CH:25][C:24]([C:27]([F:28])([F:29])[F:30])=[CH:23][CH:22]=1)[C:6]([O:8][CH:9]([CH3:10])[CH3:11])=[O:7]. Starting materials: solid, S1C(SC1)=C(C(=O)OC(C)C)C(=O)C(=O)OOCC (isopropyl 2-(1,3-dithietan-2-ylidene)-2-(ethoxycarboxycarbonyl)acetate), NC1=CC=C(C=C1)C(F)(F)F (4-aminobenzotrifluoride). The product is S1C(SC1)=C(C(=O)OC(C)C)C(NC1=CC=C(C=C1)C(F)(F)F)=O (Isopropyl 2-(1,3-dithietan-2-ylidene)-2-[N-(4-trifluoromethylphenyl)carbamoyl]acetate). Reactants: C1(CC1)N(C)C1=C(C=C(C(=C1)F)F)O (2-(N-cyclopropyl-N-methylamino)-4,5-difluorophenol), C([O-])([O-])=O.[K+].[K+] (potassium carbonate), [I-].[K+] (potassium iodide), ClCC(C)=O (chloroacetone). The solvent is CC(=O)C (acetone). Yields the product C1(CC1)N(C)C1=C(OCC(C)=O)C=C(C(=C1)F)F (1-[2-(N-Cyclopropyl-N-methylamino)-4,5-difluorophenoxy]propan-2-one). RXN SMILES: [CH:1]1([N:4]([C:6]2[CH:11]=[C:10]([F:12])[C:9]([F:13])=[CH:8][C:7]=2[OH:14])[CH3:5])[CH2:3][CH2:2]1.C(=O)([O-])[O-].[K+].[K+].[I-].[K+].Cl[CH2:24][C:25](=[O:27])[CH3:26]>CC(C)=O>[CH:1]1([N:4]([C:6]2[CH:11]=[C:10]([F:12])[C:9]([F:13])=[CH:8][C:7]=2[O:14][CH2:24][C:25](=[O:27])[CH3:26])[CH3:5])[CH2:2][CH2:3]1 |f:1.2.3,4.5|. Reported procedure: 53 mg of 2-(N-cyclopropyl-N-methylamino)-4,5-difluorophenol, 44 mg of potassium carbonate, 6.4 mg of potassium iodide and 0.03 ml of chloroacetone are mixed in 1 ml of acetone and are heated at reflux for 20 h. The mixture is then evaporated and the residue is taken up in diethyl ether and washed with water. The organic phase is dried with magnesium sulfate and evaporated to dryness, and the residue is purified by flash chromatography. 1-[2-(N-Cyclopropyl-N-methylamino)-4,5-difluorophenoxy]propa... The reactants are [CH2-]C(=O)C.CC=1N=C(NC1)C1=CC=C(OCC(CO)O)C=C1 (3-[p-(4-Methyl-2-imidazolyl)phenoxy]-1,2-propanediol Acetonide). Solvent: Cl (HCl), CC(=O)C (acetone). Yields the product CC=1N=C(NC1)C1=CC=C(OCC(CO)O)C=C1 (3-[p-(4-Methyl-2-imidazolyl)phenoxy]-1,2-propanediol). The yield is 71.8%. As a reaction SMILES: [CH2-]C(C)=O.[CH3:5][C:6]1[N:7]=[C:8]([C:11]2[CH:22]=[CH:21][C:14]([O:15][CH2:16][CH:17]([OH:20])[CH2:18][OH:19])=[CH:13][CH:12]=2)[NH:9][CH:10]=1>Cl.CC(C)=O>[CH3:5][C:6]1[N:7]=[C:8]([C:11]2[CH:22]=[CH:21][C:14]([O:15][CH2:16][CH:17]([OH:20])[CH2:18][OH:19])=[CH:13][CH:12]=2)[NH:9][CH:10]=1 |f:0.1|. Procedure: A mixture of 79 (8.8 g, 0.031 m) in 3N HCl (70 ml) and acetone (70 ml) was refluxed for 45 minutes. Acetone was removed under reduced pressure and the aqueous mixture rendered alkaline with K2CO3. The solid was collected and dried in a vacuum oven at 60° C. to yield 80 (5.14 g, 67%, m.p. 196°-199° C.). Starting materials: CC1S(CCCC1CBr)(=O)=O (methyl 3-(bromomethyl)tetrahydro-2H-thiopyran 1,1-dioxide), C1(=CC=CC=C1)O (phenol), O[C@H](CCNC(OC(C)(C)C)=O)C1=CC(=CC=C1)O ((R)-tert-butyl 3-hydroxy-3-(3-hydroxyphenyl)propylcarbamate). Yields the product O=S1(CC(CCC1)COC=1C=C(C=CC1)[C@@H](CCNC(OC(C)(C)C)=O)O)=O (tert-butyl ((3R)-3-(3-((1,1-dioxidotetrahydro-2H-thiopyran-3-yl)methoxy)phenyl)-3-hydroxypropyl)carbamate). RXN SMILES: C[CH:2]1[CH:7]([CH2:8]Br)[CH2:6][CH2:5][CH2:4][S:3]1(=[O:11])=[O:10].C1(O)C=CC=CC=1.[OH:19][C@@H:20]([C:31]1[CH:36]=[CH:35][CH:34]=[C:33]([OH:37])[CH:32]=1)[CH2:21][CH2:22][NH:23][C:24](=[O:30])[O:25][C:26]([CH3:29])([CH3:28])[CH3:27]>>[O:11]=[S:3]1(=[O:10])[CH2:4][CH2:5][CH2:6][CH:7]([CH2:8][O:37][C:33]2[CH:32]=[C:31]([C@H:20]([OH:19])[CH2:21][CH2:22][NH:23][C:24](=[O:30])[O:25][C:26]([CH3:27])([CH3:28])[CH3:29])[CH:36]=[CH:35][CH:34]=2)[CH2:2]1. Reported procedure: Reaction between methyl 3-(bromomethyl)tetrahydro-2H-thiopyran 1,1-dioxide and phenol (7, Intermediate I) following the method used in Example 7 gave tert-butyl ((3R)-3-(3-((1,1-dioxidotetrahydro-2H-thiopyran-3-yl)methoxy)phenyl)-3-hydroxypropyl)carbamate as a light pink semi-solid. Yield (0.43 g, 65%); 1H NMR (400 MHz, CDCl3): δ 7.24 (t, J=8.0 Hz, 1H), 6.93 (d, J=8.0 Hz, 2H), 6.77-6.75 (m, 1H), 4.86 (bs, 1H), 4.72-4.70 (m, 1H), 3.95-3.92 (m, 1H), 3.90-3.88 (m, 1H), 3.38 (s, 1H), 3.26-3.22 (m, 1... Starting materials: COc1ccc(C(O)CNCc2ccc(C)cc2)cc1OC, O=C(O)C(F)(F)F, O=S(=O)(O)O. The product is COc1ccc(C2CNCc3ccc(C)cc32)cc1OC. Reaction SMILES: [CH3:1][c:2]1[cH:3][cH:4][c:5]([CH2:6][NH:7][CH2:8][CH:9]([c:10]2[cH:11][c:12]([O:18][CH3:19])[c:13]([O:16][CH3:17])[cH:14][cH:15]2)[OH:20])[cH:21][cH:22]1.[OH:28][C:29]([C:30]([F:31])([F:32])[F:33])=[O:34].[S:23](=[O:24])(=[O:25])([OH:26])[OH:27]>>[CH3:1][c:2]1[cH:3][cH:4][c:5]2[c:21]([cH:22]1)[CH:9]([c:10]1[cH:11][c:12]([O:18][CH3:19])[c:13]([O:16][CH3:17])[cH:14][cH:15]1)[CH2:8][NH:7][CH2:6]2. Starting materials: C(C=C)C(C(CC(=O)OC)O)CCCC (Methyl 4-allyl-3-hydroxyoctanoate), CC(C(C)=O)CC=C (3-methyl-5-hexen-2-one). The product is OC(CC(=O)OC)(C(CC=C)C)C (Methyl 3-hydroxy-3,4-dimethyl-6-heptenoate). RXN SMILES: [CH2:1]([CH:4]([CH2:12][CH2:13][CH2:14]C)[CH:5]([OH:11])[CH2:6][C:7]([O:9][CH3:10])=[O:8])C=C.[CH3:16]C(CC=C)C(=O)C>>[OH:11][C:5]([CH3:16])([CH:4]([CH3:1])[CH2:12][CH:13]=[CH2:14])[CH2:6][C:7]([O:9][CH3:10])=[O:8]. Procedure: The compound of interest (11.7 g, 60%) was obtained as an oil substance (diastereomeric mixture) in the same way as in paragraph (10-a) using 3-methyl-5-hexen-2-one (17 g, 106 mmol). Reactants: CC(C)N1CCC(Oc2cc3cc(C(=O)O)[nH]c3cc2Br)CC1, CC(=O)N1CCNCC1, Cl. Product: CC(=O)N1CCN(C(=O)c2cc3cc(OC4CCN(C(C)C)CC4)c(Br)cc3[nH]2)CC1. RXN SMILES: [Br:2][c:3]1[c:4]([O:15][CH:16]2[CH2:17][CH2:18][N:19]([CH:22]([CH3:23])[CH3:24])[CH2:20][CH2:21]2)[cH:5][c:6]2[cH:7][c:8]([C:12](=[O:13])[OH:14])[nH:9][c:10]2[cH:11]1.[C:25]([CH3:26])(=[O:27])[N:28]1[CH2:29][CH2:30][NH:31][CH2:32][CH2:33]1.[ClH:1]>>[Br:2][c:3]1[c:4]([O:15][CH:16]2[CH2:17][CH2:18][N:19]([CH:22]([CH3:23])[CH3:24])[CH2:20][CH2:21]2)[cH:5][c:6]2[cH:7][c:8]([C:12](=[O:14])[N:31]3[CH2:30][CH2:29][N:28]([C:25]([CH3:26])=[O:27])[CH2:33][CH2:32]3)[nH:9][c:10]2[cH:11]1.